The task is: describe an organic reaction: reactants, conditions, products, and yield. This data is from the Open Reaction Database (ORD), a public repository of structured organic reaction records. The reactants are S(=O)(=O)(C1=CC=C(C)C=C1)N1N=CC=2C(CCCC12)O (1-tosyl-4,5,6,7-tetrahydro-1H-indazol-4-ol), BrC1=NNC2=NC=NC(=C21)NCC2=C(C=C(C=C2)OC)OC (3-bromo-N-(2,4-dimethoxybenzyl)-1H-pyrazolo[3,4-d]pyrimidin-4-amine), C1=CC=C(C=C1)P(C2=CC=CC=C2)C3=CC=CC=C3 (PPh3), CC(C)OC(=O)/N=N/C(=O)OC(C)C (DIAD). Run in C1CCOC1 (THF). Reaction conditions: time 4 hour. Yields the product BrC1=NN(C2=NC=NC(=C21)NCC2=C(C=C(C=C2)OC)OC)C2C=1C=NN(C1CCC2)S(=O)(=O)C2=CC=C(C)C=C2 (3-bromo-N-(2,4-dimethoxybenzyl)-1-(1-tosyl-4,5,6,7-tetrahydro-1H-indazol-4-yl)-1H-pyrazolo[3,4-d]pyrimidin-4-amine). The yield is 32.4%. RXN SMILES: [S:1]([N:11]1[C:19]2[CH2:18][CH2:17][CH2:16][CH:15](O)[C:14]=2[CH:13]=[N:12]1)([C:4]1[CH:10]=[CH:9][C:7]([CH3:8])=[CH:6][CH:5]=1)(=[O:3])=[O:2].[Br:21][C:22]1[C:30]2[C:25](=[N:26][CH:27]=[N:28][C:29]=2[NH:31][CH2:32][C:33]2[CH:38]=[CH:37][C:36]([O:39][CH3:40])=[CH:35][C:34]=2[O:41][CH3:42])[NH:24][N:23]=1.C1C=CC(P(C2C=CC=CC=2)C2C=CC=CC=2)=CC=1.CC(OC(/N=N/C(OC(C)C)=O)=O)C>C1COCC1>[Br:21][C:22]1[C:30]2[C:25](=[N:26][CH:27]=[N:28][C:29]=2[NH:31][CH2:32][C:33]2[CH:38]=[CH:37][C:36]([O:39][CH3:40])=[CH:35][C:34]=2[O:41][CH3:42])[N:24]([CH:15]2[CH2:16][CH2:17][CH2:18][C:19]3[N:11]([S:1]([C:4]4[CH:10]=[CH:9][C:7]([CH3:8])=[CH:6][CH:5]=4)(=[O:2])=[O:3])[N:12]=[CH:13][C:14]2=3)[N:23]=1. Procedure: A solution of 1-tosyl-4,5,6,7-tetrahydro-1H-indazol-4-ol (4.05 g, 11.13 mmol), 3-bromo-N-(2,4-dimethoxybenzyl)-1H-pyrazolo[3,4-d]pyrimidin-4-amine (3.9 g, 13.35 mmol) and PPh3 (4.38 g, 16.70 mmol) in dry THF (110 mL) at 0° C. was added dropwise DIAD (3.37 g, 16.70 mmol) over a period of 5 minutes under a nitrogen atmosphere, then the mixture was stirred at room temperature for 4 hours. Removed the solvent under reduced pressure and then extracted with DCM, the combined organic layer was washed w... Reactants: C([O-])(O)=O.[Na+] (sodium bicarbonate), C(#N)C1=CC=C(CN2C(=C(C3=CC=CC=C23)C)C=2C=NC=CC2)C=C1 (1-(4-cyanobenzyl)-3-methyl-2-(3-pyridyl)-indole), Cl (hydrochloric acid), ice water. Solvent: C(C)(=O)O (acetic acid). Yields the product C(=O)(O)C1=CC=C(CN2C(=C(C3=CC=CC=C23)C)C=2C=NC=CC2)C=C1 (1-(4-carboxybenzyl)-3-methyl-2-(3-pyridyl)indole). Reaction SMILES: C([C:3]1[CH:25]=[CH:24][C:6]([CH2:7][N:8]2[C:16]3[C:11](=[CH:12][CH:13]=[CH:14][CH:15]=3)[C:10]([CH3:17])=[C:9]2[C:18]2[CH:19]=[N:20][CH:21]=[CH:22][CH:23]=2)=[CH:5][CH:4]=1)#N.Cl.[C:27](=[O:30])(O)[O-:28].[Na+]>C(O)(=O)C>[C:27]([C:3]1[CH:25]=[CH:24][C:6]([CH2:7][N:8]2[C:16]3[C:11](=[CH:12][CH:13]=[CH:14][CH:15]=3)[C:10]([CH3:17])=[C:9]2[C:18]2[CH:19]=[N:20][CH:21]=[CH:22][CH:23]=2)=[CH:5][CH:4]=1)([OH:28])=[O:30] |f:2.3|. Procedure: A solution of 1-(4-cyanobenzyl)-3-methyl-2-(3-pyridyl)-indole (5.8 g) in 100 ml of a 1:1 mixture of 20% aqueous hydrochloric acid and glacial acetic acid was heated at reflux for 20 hours. After cooling, the solution was poured into ice water (100 ml) and the pH was adjusted to 4.5-5 with saturated sodium bicarbonate solution. The resulting precipitate was extracted with ethyl acetate, the ethyl acetate extract was washed with water and evaporated to dryness to give 1-(4-carboxybenzyl)-3-methyl-... Starting materials: N#N (N2), C(C)(C)(C)[SiH2]OC(C1=CC(=NC=C1)C1(OCCO1)C)(C)C (4-(tert-butyl-dimethyl-silanyloxymethyl)-2-(2-methyl-[1,3]dioxolan-2-yl)-pyridine), CCCC[N+](CCCC)(CCCC)CCCC.[F-] (TBAF), solution. The solvent is C1CCOC1 (THF), C1CCOC1 (THF), CC(OCC)=O (EA). Conditions: temperature 0 celsius, time 1.5 hour. The product is CC1(OCCO1)C1=NC=CC(=C1)CO ([2-(2-Methyl-[1,3]dioxolan-2-yl)-pyridin-4-yl]-methanol). Reaction SMILES: N#N.C([SiH2][O:8][C:9](C)(C)[C:10]1[CH:15]=[CH:14][N:13]=[C:12]([C:16]2([CH3:21])[O:20][CH2:19][CH2:18][O:17]2)[CH:11]=1)(C)(C)C.CCCC[N+](CCCC)(CCCC)CCCC.[F-]>C1COCC1.CC(=O)OCC>[CH3:21][C:16]1([C:12]2[CH:11]=[C:10]([CH2:9][OH:8])[CH:15]=[CH:14][N:13]=2)[O:17][CH2:18][CH2:19][O:20]1 |f:2.3|. Procedure: In a flame dried round-bottomed flask equipped with a magnetic stir bar and under inert atmosphere (N2), a solution of 4-(tert-butyl-dimethyl-silanyloxymethyl)-2-(2-methyl-[1,3]dioxolan-2-yl)-pyridine (840 mg, 2.71 mmol) in dry THF (15 mL) was treated at 0° C. with TBAF (4.70 mL of a 1M solution in THF, 4.70 mmol). The reaction mixture was stirred at 0° C. for 5 min and at rt for 1.5 h. The mixture was then diluted with EA (10 mL), washed with brine (3×10 mL), dried over MgSO4, filtered and conc... Starting materials: N1=CC=C(C=C1)C1=NC2=C(N1)C=CC=C2C(=O)O (2-(4-pyridyl)-1H-benzimidazole-4-carboxylic acid), C(C(=O)Cl)(=O)Cl (oxalyl chloride). The reagents and catalysts are CN(C=O)C (N,N-dimethylformamide). Solvent: ClCCl (dichloromethane). Conditions: time 2 hour. Product: N1=CC=C(C=C1)C1=NC2=C(N1)C=CC=C2C(=O)Cl (2-(4-pyridyl)-1H-benzimidazole-4-carbonyl chloride). As a reaction SMILES: [N:1]1[CH:6]=[CH:5][C:4]([C:7]2[NH:11][C:10]3[CH:12]=[CH:13][CH:14]=[C:15]([C:16]([OH:18])=O)[C:9]=3[N:8]=2)=[CH:3][CH:2]=1.C(Cl)(=O)C([Cl:22])=O>ClCCl.CN(C)C=O>[N:1]1[CH:6]=[CH:5][C:4]([C:7]2[NH:11][C:10]3[CH:12]=[CH:13][CH:14]=[C:15]([C:16]([Cl:22])=[O:18])[C:9]=3[N:8]=2)=[CH:3][CH:2]=1. Reported procedure: To a solution of 2-(4-pyridyl)-1H-benzimidazole-4-carboxylic acid (155 mg) in dichloromethane (2 ml) was added oxalyl chloride (0.056 ml) and N,N-dimethylformamide (2 drops) and stirred at ambient temperature for 2 hours. The reaction mixture was concentrated in vacuo to give 2-(4-pyridyl)-1H-benzimidazole-4-carbonyl chloride. To a solution of 4-amino-3-methoxy-N-methyl-N-[4-methyl-2-[5-(4-methylpiperazin-1-yl)carbonylpent-1-yloxy]phenyl]benzamide (76.8 mg) and triethylamine (65 mg) in dichlorom... Starting materials: CCO, Cc1cc2c(C3CC3C=O)cccn2n1, Cl, NO, [Na+], [OH-], O. Yields the product Cc1cc2c(C3CC3C=NO)cccn2n1. Reaction SMILES: [CH2:22]([OH:23])[CH3:24].[CH3:1][c:2]1[n:3][n:4]2[c:5]([c:6]([CH:10]3[CH:11]([CH:13]=[O:14])[CH2:12]3)[cH:7][cH:8][cH:9]2)[cH:15]1.[ClH:18].[NH2:19][OH:20].[Na+:17].[OH-:16].[OH2:21]>>[CH3:1][c:2]1[n:3][n:4]2[c:5]([c:6]([CH:10]3[CH:11]([CH:13]=[N:19][OH:16])[CH2:12]3)[cH:7][cH:8][cH:9]2)[cH:15]1. Starting materials: ClC=1C=C2OCCN3C=C(N=C3C2=CN1)C1=NC=NN1C(C)C (12-chloro-4-[1-(propan-2-yl)-1H-1,2,4-triazol-5-yl]-9-oxa-3,6,13-triazatricyclo[8.4.0.02,6]tetradeca-1(14),2,4,10,12-pentaene), N1C(CCC1)CO (pyrrolidin-2-yl-methanol). Run in O (water). Conditions: temperature 160 celsius, time 4 hour. The product is CC(C)N1N=CN=C1C=1N=C2C3=CN=C(C=C3OCCN2C1)N1C(CCC1)CO ((1-{4-[1-(propan-2-yl)-1H-1,2,4-triazol-5-yl]-9-oxa-3,6,13-triazatricyclo[8.4.0.02,6]tetradeca-1(14),2,4,10,12-pentaen-12-yl}pyrrolidin-2-yl)methanol). Isolated yield 57.8%. As a reaction SMILES: Cl[C:2]1[CH:3]=[C:4]2[C:13](=[CH:14][N:15]=1)[C:12]1[N:8]([CH:9]=[C:10]([C:16]3[N:20]([CH:21]([CH3:23])[CH3:22])[N:19]=[CH:18][N:17]=3)[N:11]=1)[CH2:7][CH2:6][O:5]2.[NH:24]1[CH2:28][CH2:27][CH2:26][CH:25]1[CH2:29][OH:30]>O>[CH3:22][CH:21]([N:20]1[C:16]([C:10]2[N:11]=[C:12]3[N:8]([CH:9]=2)[CH2:7][CH2:6][O:5][C:4]2[C:13]3=[CH:14][N:15]=[C:2]([N:24]3[CH2:28][CH2:27][CH2:26][CH:25]3[CH2:29][OH:30])[CH:3]=2)=[N:17][CH:18]=[N:19]1)[CH3:23]. Procedure details: A mixture of 12-chloro-4-[1-(propan-2-yl)-1H-1,2,4-triazol-5-yl]-9-oxa-3,6,13-triazatricyclo[8.4.0.02,6]tetradeca-1(14),2,4,10,12-pentaene from Example 135 (500 mg, 1.51 mmol) and pyrrolidin-2-yl-methanol (1.00 g, 9.89 mmol) was stirred at 160° C. for 4 hr. The resulting mixture was poured into water and extracted with ethyl acetate, washed with brine, dried over MgSO4, filtered, and evaporated to give the crude product, which was purified by reverse phase combiflash eluting with 0-50% gradient ... Starting materials: OC=1C=C(C=CC1)NC1=NC=C(C(=N1)NC1=CC(=CC=C1)O)F (N2,N4-bis(3-hydroxyphenyl)-5-fluoro-2,4-pyrimidinediamine), ClC1=NC=C(C(=N1)Cl)F (2,4-dichloro-5-fluoropyrimidine). Product: FC=1C(=NC(=NC1)N)N (5-fluoro-2,4-pyrimidinediamine). As a reaction SMILES: OC1C=C([NH:8][C:9]2[N:14]=[C:13]([NH:15]C3C=CC=C(O)C=3)[C:12]([F:23])=[CH:11][N:10]=2)C=CC=1.ClC1N=C(Cl)C(F)=CN=1>>[F:23][C:12]1[C:13]([NH2:15])=[N:14][C:9]([NH2:8])=[N:10][CH:11]=1. Procedure: In a manner similar to the preparation of N2,N4-bis(3-hydroxyphenyl)-5-fluoro-2,4-pyrimidinediamine, 2,4-dichloro-5-fluoropyrimidine and 4-isoptopoxyaniline were reacted to yield N2,N4-bis(4-isopropoxy)phenyl)-5-fluoro-2,4-pyrimidinediamine. 1H NMR (CDCl3): δ 7.89 (bs, 1H), 7.47 (d, 2H, J=8.7 Hz), 7.38 (d, 2H, J=9.0 Hz), 6.87 (d, 2H, J=9.0 Hz), 6.83 (d, 2H, J=8.7 Hz); LCMS: ret. time: 27.51 min.; purity: 98%; MS (m/e): 397 (MH+).